This data is from the Open Reaction Database (ORD), a public repository of structured organic reaction records. The task is: describe an organic reaction: reactants, conditions, products, and yield Yields the product Cc1oc(-c2ccco2)nc1COc1ccc(COc2nn(Cc3ccccc3)cc2C(=O)O)cn1. Reaction SMILES: [CH2:1]([c:2]1[cH:3][cH:4][cH:5][cH:6][cH:7]1)[n:8]1[n:9][c:10]([O:18][CH2:19][c:20]2[cH:21][n:22][c:23]([O:26][CH2:27][c:28]3[n:29][c:30](-[c:34]4[o:35][cH:36][cH:37][cH:38]4)[o:31][c:32]3[CH3:33])[cH:24][cH:25]2)[c:11]([C:13](=[O:14])[O:15][CH2:16][CH3:17])[cH:12]1.[CH3:48][CH2:49][OH:50].[ClH:46].[Na+:45].[O:39]1[CH2:40][CH2:41][CH2:42][CH2:43]1.[OH-:44].[OH2:47]>>[CH2:1]([c:2]1[cH:3][cH:4][cH:5][cH:6][cH:7]1)[n:8]1[n:9][c:10]([O:18][CH2:19][c:20]2[cH:21][n:22][c:23]([O:26][CH2:27][c:28]3[n:29][c:30](-[c:34]4[o:35][cH:36][cH:37][cH:38]4)[o:31][c:32]3[CH3:33])[cH:24][cH:25]2)[c:11]([C:13](=[O:14])[OH:15])[cH:12]1. Reactants: CCOC(=O)c1cn(Cc2ccccc2)nc1OCc1ccc(OCc2nc(-c3ccco3)oc2C)nc1, CCO, Cl, [Na+], C1CCOC1, [OH-], O.